From a dataset of the Open Reaction Database (ORD), a public repository of structured organic reaction records. describe an organic reaction: reactants, conditions, products, and yield Reactants: BrCC1=CC=C(C#N)C=C1 (4-bromomethyl benzonitrile), N1C=NC=C1 (imidazole), [H-].[Na+] (NaH), oil. Run in CN(C)C=O (DMF), CN(C)C=O (DMF). Conditions: time 10 minute. Yields the product N1(C=NC=C1)CC1=CC=C(C#N)C=C1 (4-Imidazol-1-ylmethyl-benzonitrile). As a reaction SMILES: [NH:1]1[CH:5]=[CH:4][N:3]=[CH:2]1.[H-].[Na+].Br[CH2:9][C:10]1[CH:17]=[CH:16][C:13]([C:14]#[N:15])=[CH:12][CH:11]=1>CN(C=O)C>[N:1]1([CH2:9][C:10]2[CH:17]=[CH:16][C:13]([C:14]#[N:15])=[CH:12][CH:11]=2)[CH:5]=[CH:4][N:3]=[CH:2]1 |f:1.2|. Procedure details: To imidazole (7 gm, 103 mmol) suspended in degassed DMF (250 mL) under argon was added NaH 60% dispersion in mineral oil (4.53 gm, 113 mmol) with stirring for 10 minutes. A solution of 4-bromomethyl benzonitrile in 50 mL of DMF was added and the reaction was stirred for 16 hrs. The reaction was quenched with the addition of 20 mL of water and the solvent was removed in vacuo. The residue was suspended in methylene chloride (500 mL) and extracted 3 times with water (200 mL) and the organic layer ... Starting materials: compounds ( 116 ), ( 117 ), C(CCCCCO)O (1,6-hexanediol), C(CCCCCCCCCCCO)O (1,12-dodecanediol), C(C)(C)(C)C=1C=C(C2=C(C(C(O2)=O)C2=CC=C(C=C2)C(=O)OC)C1)C(C)(C)C (5,7-di-tert-butyl-3-(4-methoxycarbonylphenyl)-3H-benzofuran-2-one). Product: C(C)(C)(C)C=1C=C(C2=C(C(C(O2)=O)C2=CC=C(C=C2)C(=O)OCCCCCCCC)C1)C(C)(C)C (5,7-di-tert-butyl-3-(4-n-octyloxycarbonylphenyl)-3H-benzofuran-2-one). RXN SMILES: C(O)CCCCCO.[CH2:9](O)[CH2:10][CH2:11][CH2:12][CH2:13][CH2:14][CH2:15]CCCCCO.[C:23]([C:27]1[CH:28]=[C:29]([C:47]([CH3:50])([CH3:49])[CH3:48])[C:30]2[O:34][C:33](=[O:35])[CH:32]([C:36]3[CH:41]=[CH:40][C:39]([C:42]([O:44][CH3:45])=[O:43])=[CH:38][CH:37]=3)[C:31]=2[CH:46]=1)([CH3:26])([CH3:25])[CH3:24]>>[C:23]([C:27]1[CH:28]=[C:29]([C:47]([CH3:50])([CH3:49])[CH3:48])[C:30]2[O:34][C:33](=[O:35])[CH:32]([C:36]3[CH:41]=[CH:40][C:39]([C:42]([O:44][CH2:45][CH2:9][CH2:10][CH2:11][CH2:12][CH2:13][CH2:14][CH3:15])=[O:43])=[CH:38][CH:37]=3)[C:31]=2[CH:46]=1)([CH3:26])([CH3:25])[CH3:24]. Procedure details: Compounds (111), (112), (113), (114), (115), (116) and (117) (Table 1) are obtained in analogy to Example 5 using 1-dodecanol, 1-octadecanol, 1-nonadecanol, 1-docosanol, 2-ethylhexanol, 1,6-hexanediol and 1,12-dodecanediol instead of 1-octanol. For the preparation of compounds (116) and (117) only half of an equivalent of 1,6-hexanediol and 1,12-dodecanediol in respect to the compound (109) was used. The reactants are C(C1=CC=CC=C1)OC1=CC=C(C=C1)CCC(CO)(CC)NC(=O)OC(C)(C)C (4-(4-benzyloxyphenyl)-2-tert-butoxycarbonylamino-2-ethylbutanol), C(C)(=O)OCC (Ethyl acetate). Solvent: C(C)(=O)OC(C)=O (acetic anhydride), N1=CC=CC=C1 (pyridine). Conditions: time 8 hour. The product is C(C)(=O)OCC(CCC1=CC=C(C=C1)OCC1=CC=CC=C1)(CC)NC(=O)OC(C)(C)C (4-(4-Benzyloxyphenyl)-2-tert-butoxycarbonylamino-2-ethylbutyl acetate). RXN SMILES: [CH2:1]([O:8][C:9]1[CH:14]=[CH:13][C:12]([CH2:15][CH2:16][C:17]([NH:22][C:23]([O:25][C:26]([CH3:29])([CH3:28])[CH3:27])=[O:24])([CH2:20][CH3:21])[CH2:18][OH:19])=[CH:11][CH:10]=1)[C:2]1[CH:7]=[CH:6][CH:5]=[CH:4][CH:3]=1.[C:30](OCC)(=[O:32])[CH3:31]>N1C=CC=CC=1.C(OC(=O)C)(=O)C>[C:30]([O:19][CH2:18][C:17]([NH:22][C:23]([O:25][C:26]([CH3:28])([CH3:27])[CH3:29])=[O:24])([CH2:20][CH3:21])[CH2:16][CH2:15][C:12]1[CH:13]=[CH:14][C:9]([O:8][CH2:1][C:2]2[CH:3]=[CH:4][CH:5]=[CH:6][CH:7]=2)=[CH:10][CH:11]=1)(=[O:32])[CH3:31]. Procedure: A solution of 4-(4-benzyloxyphenyl)-2-tert-butoxycarbonylamino-2-ethylbutanol (24 g) in pyridine (200 ml) and acetic anhydride (32 ml) was allowed to stand at room temperature overnight. Ethyl acetate was added to the reaction mixture and the mixture was washed with water, a dilute hydrochloric acid, an aqueous sodium hydrogencarbonate solution and a saturated brine in order, and dried over anhydrous magnesium sulfate. The solvent was distilled away under reduced pressure and the residue obtaine... The reactants are [Mg] (magnesium), BrC1=C(C=CC=C1)OCC (2-bromo-1-ethoxy benzene), BrC1=C(C=CC=C1)OCC (2-bromo-1-ethoxy benzene), COC=1C=C2C(C(NC2=CC1)=O)=O (5-methoxyisatine), II (iodine), ice. Run in C1CCOC1 (THF), C(C)OCC (diethyl ether), C(C)OCC (diethyl ether). Conditions: time 30 minute. Product: C(C)OC1=C(C=CC=C1)C1(C(NC2=CC=C(C=C12)OC)=O)O (3-(2-Ethoxy-phenyl)-3-hydroxy-5-methoxy-1,3-dihydro-indol-2-one). As a reaction SMILES: [Mg].Br[C:3]1[CH:8]=[CH:7][CH:6]=[CH:5][C:4]=1[O:9][CH2:10][CH3:11].II.[CH3:14][O:15][C:16]1[CH:17]=[C:18]2[C:22](=[CH:23][CH:24]=1)[NH:21][C:20](=[O:25])[C:19]2=[O:26]>C(OCC)C.C1COCC1>[CH2:10]([O:9][C:4]1[CH:5]=[CH:6][CH:7]=[CH:8][C:3]=1[C:19]1([OH:26])[C:18]2[C:22](=[CH:23][CH:24]=[C:16]([O:15][CH3:14])[CH:17]=2)[NH:21][C:20]1=[O:25])[CH3:11]. Procedure details: 40 g (1.65 mol) of magnesium chips and 5% of the total amount of the 2-bromo-1-ethoxy benzene were added to 100 ml diethyl ether and after adding a few crystals iodine the mixture was carefully heated to initiate the reaction. To the refluxing mixture the remaining amount of 203 ml (1.65 mol) 2-bromo-1-ethoxy benzene, dissolved in 450 ml diethyl ether, was added slowly to maintain the reaction. Then 75 g (0.41 mol) of 5-methoxyisatine, suspended in 750 ml THF, were added to the cooled reaction m... Starting materials: NC1C2=C(CCC3=C1C=CC=C3)C=CC=C2 (5-amino-10,11-dihydro-5H-dibenzo[a,d]cycloheptene), ClCC(=O)Cl (chloroacetyl chloride), N1CCC2(CC1)CCC1=CC=CC=C12 (2,3-dihydro-spiro[1H-indene-1,4'-piperidine]). Yields the product Cl.C1=CC=CC=2C(C3=C(CCC21)C=CC=C3)NCCN3CCC2(CC3)CCC3=CC=CC=C32 ((10,11-Dihydro-5H-dibenzo[a,d]cyclohepten-5-yl)-[2-(2,3-dihydro-spiro[indene-1,4'-piperidin]-1'-yl)-ethyl]-amine hydrochloride). RXN SMILES: [NH2:1][CH:2]1[C:8]2[CH:9]=[CH:10][CH:11]=[CH:12][C:7]=2[CH2:6][CH2:5][C:4]2[CH:13]=[CH:14][CH:15]=[CH:16][C:3]1=2.[Cl:17][CH2:18][C:19](Cl)=O.[NH:22]1[CH2:27][CH2:26][C:25]2([C:35]3[C:30](=[CH:31][CH:32]=[CH:33][CH:34]=3)[CH2:29][CH2:28]2)[CH2:24][CH2:23]1>>[ClH:17].[CH:12]1[C:7]2[CH2:6][CH2:5][C:4]3[CH:13]=[CH:14][CH:15]=[CH:16][C:3]=3[CH:2]([NH:1][CH2:18][CH2:19][N:22]3[CH2:27][CH2:26][C:25]4([C:35]5[C:30](=[CH:31][CH:32]=[CH:33][CH:34]=5)[CH2:29][CH2:28]4)[CH2:24][CH2:23]3)[C:8]=2[CH:9]=[CH:10][CH:11]=1 |f:3.4|. Procedure: The title compound, m.p. 170° C. and MS: m/e=423.4 (M+H+), was prepared in accordance with the general method of example 1 from 5-amino-10,11-dihydro-5H-dibenzo[a,d]cycloheptene, chloroacetyl chloride, 2,3-dihydro-spiro[1H-indene-1,4'-piperidine] and Hcl. Reactants: CC[O-].[Na+] (sodium ethylate), C1(=CC=CC=C1)SCC(=O)OCC (ethyl (phenylthio)acetate), BrCC(=O)OCC (ethyl bromoacetate), COC1=CC=C(C=C1)S (4-methoxythiophenol), ethanolic solution. Product: COC1=CC=C(C=C1)SCC(=O)OCC (Ethyl (4-methoxyphenylthio)acetate). Reaction SMILES: [C:1]1([S:7][CH2:8][C:9]([O:11][CH2:12][CH3:13])=[O:10])[CH:6]=[CH:5][CH:4]=[CH:3][CH:2]=1.BrC[C:16](OCC)=[O:17].CC[O-].[Na+].COC1C=CC(S)=CC=1>>[CH3:16][O:17][C:4]1[CH:5]=[CH:6][C:1]([S:7][CH2:8][C:9]([O:11][CH2:12][CH3:13])=[O:10])=[CH:2][CH:3]=1 |f:2.3|. Procedure details: The procedure is as in Example 2 for the preparation of ethyl (phenylthio)acetate starting with ethyl bromoacetate (11.7 g), a 2M ethanolic solution of sodium ethylate (35 cc) and 4-methoxythiophenol (10 g). Ethyl (4-methoxyphenylthio)acetate (13.6 g) is thereby obtained, and is used in the crude state in the subsequent syntheses. Reactants: Cl.ClC1=CC=2N(C(=N1)C=1C=NN(C1)C1(CNC1)CC#N)C=CN2 (2-(3-(4-(7-chloroimidazo[1,2-c]pyrimidin-5-yl)-1H-pyrazol-1-yl)azetidin-3-yl)acetonitrile hydrochloride), CCN(C(C)C)C(C)C (DIEA), FC(S(=O)(=O)OCC(F)(F)F)(F)F (2,2,2-trifluoroethyl trifluoromethanesulfonate). The yield is 61.4%. Procedure: In 1.5 mL of DMF were combined 2-(3-(4-(7-chloroimidazo[1,2-c]pyrimidin-5-yl)-1H-pyrazol-1-yl)azetidin-3-yl)acetonitrile hydrochloride (0.059 g, 0.14 mmol), DIEA (0.15 mL, 0.84 mmol), and 2,2,2-trifluoroethyl trifluoromethanesulfonate (0.049 g, 0.21 mmol) and allowed to proceed at ambient temperature with stirring. After 2 hours the DMF was removed under reduced pressure with heating and the crude was purified by means of silica gel chromatography eluting with 1:1 EtOAc/hexanes containing 0.25% ... RXN SMILES: Cl.[Cl:2][C:3]1[N:8]=[C:7]([C:9]2[CH:10]=[N:11][N:12]([C:14]3([CH2:18][C:19]#[N:20])[CH2:17][NH:16][CH2:15]3)[CH:13]=2)[N:6]2[CH:21]=[CH:22][N:23]=[C:5]2[CH:4]=1.CCN(C(C)C)C(C)C.FC(F)(F)S(O[CH2:39][C:40]([F:43])([F:42])[F:41])(=O)=O>CN(C=O)C>[Cl:2][C:3]1[N:8]=[C:7]([C:9]2[CH:10]=[N:11][N:12]([C:14]3([CH2:18][C:19]#[N:20])[CH2:17][N:16]([CH2:39][C:40]([F:43])([F:42])[F:41])[CH2:15]3)[CH:13]=2)[N:6]2[CH:21]=[CH:22][N:23]=[C:5]2[CH:4]=1 |f:0.1|. The product is ClC1=CC=2N(C(=N1)C=1C=NN(C1)C1(CN(C1)CC(F)(F)F)CC#N)C=CN2 (2-(3-(4-(7-chloroimidazo[1,2-c]pyrimidin-5-yl)-1H-pyrazol-1-yl)-1-(2,2,2-trifluoro ethyl)azetidin-3-yl)acetonitrile). Run in CN(C)C=O (DMF). Reactants: C(C)(C)OCCC(C)=O (4-isopropoxy-2-butanone), Grignard reagent, [Mg] (magnesium), C1(CC1)Br (cyclopropyl bromide), [Cl-].[NH4+] (ammonium chloride). Solvent: O1CCCC1 (tetrahydrofurane), O1CCCC1 (tetrahydrofurane). Yields the product C1(CC1)C(C)(CCOC(C)C)O (2-cyclopropyl-4-isopropoxy-2-butanol). RXN SMILES: [Mg].[CH:2]1(Br)[CH2:4][CH2:3]1.[CH:6]([O:9][CH2:10][CH2:11][C:12](=[O:14])[CH3:13])([CH3:8])[CH3:7].[Cl-].[NH4+]>O1CCCC1>[CH:2]1([C:12]([OH:14])([CH2:11][CH2:10][O:9][CH:6]([CH3:8])[CH3:7])[CH3:13])[CH2:4][CH2:3]1 |f:3.4|. Reported procedure: To the Grignard reagent [production according to E. Renk et al. J. Am. Chem. Soc. 83, 1987 (1961)], from 9.06 g (0.37 mol) of magnesium and 42.8 g (0.35 mol) of cyclopropyl bromide in 460 cc of absolute tetrahydrofurane, is added dropwise at 5°C over the course of 10 minutes, in an atomosphere of nitrogen and while stirring, a solution of 46 g (0.35 mol) of 4-isopropoxy-2-butanone in 100 cc of absolute tetrahydrofurane. After stirring the reaction mixture at room temperature for 20 hours, satura...